From a dataset of the Open Reaction Database (ORD), a public repository of structured organic reaction records. describe an organic reaction: reactants, conditions, products, and yield The reactants are BrC1=CC=C(C=C1)NC(C1=C(C=C(C(=C1)[N+](=O)[O-])NC1CC1)OCC(F)F)=O (N-(4-bromophenyl)-2-(2,2-difluoroethoxy)-4-cyclopropylamino-5-nitro-benzamide), FC1=C(C(=O)O)C=C(C(=C1)F)[N+](=O)[O-] (2,4-difluoro-5-nitrobenzoic acid), C1(CC1)N (cyclopropylamine), BrC1=CC=C(N)C=C1 (4-bromoaniline), FC(CO)F (2,2-difluoroethanol), 6a, 1e. The reagents and catalysts are [Ni].[H][H] (RaNi H2). Product: BrC1=CC=C(C=C1)NC(C1=C(C=C(C(=C1)N)NC1CC1)OCC(F)F)=O (N-(4-Bromophenyl)-2-(2,2-difluoroethoxy)-4-cyclopropylamino-5-amino-benzamide). Reaction SMILES: [Br:1][C:2]1[CH:7]=[CH:6][C:5]([NH:8][C:9](=[O:28])[C:10]2[CH:15]=[C:14]([N+:16]([O-])=O)[C:13]([NH:19][CH:20]3[CH2:22][CH2:21]3)=[CH:12][C:11]=2[O:23][CH2:24][CH:25]([F:27])[F:26])=[CH:4][CH:3]=1.FC1C=C(F)C([N+]([O-])=O)=CC=1C(O)=O.C1(N)CC1.BrC1C=CC(N)=CC=1.FC(F)CO>[Ni].[H][H]>[Br:1][C:2]1[CH:3]=[CH:4][C:5]([NH:8][C:9](=[O:28])[C:10]2[CH:15]=[C:14]([NH2:16])[C:13]([NH:19][CH:20]3[CH2:21][CH2:22]3)=[CH:12][C:11]=2[O:23][CH2:24][CH:25]([F:27])[F:26])=[CH:6][CH:7]=1 |f:5.6|. Procedure: The subtitle compound is prepared from N-(4-bromophenyl)-2-(2,2-difluoroethoxy)-4-cyclopropylamino-5-nitro-benzamide (prepared from 2,4-difluoro-5-nitrobenzoic acid, cyclopropylamine, 4-bromoaniline and 2,2-difluoroethanol in analogy to the examples 1c, 6a, 1e) and RaNi/H2 in analogy to example 5c. Reactants: O=[N+]([O-])c1ccc2nc(Cl)nc(NC34CC5CC(CC(C5)C3)C4)c2c1, C=CCN, O. The product is C=CCNc1nc(NC23CC4CC(CC(C4)C2)C3)c2cc([N+](=O)[O-])ccc2n1. As a reaction SMILES: [C:1]12([NH:11][c:12]3[n:13][c:14]([Cl:25])[n:15][c:16]4[cH:17][cH:18][c:19]([N+:22](=[O:23])[O-:24])[cH:20][c:21]34)[CH2:2][CH:3]3[CH2:4][CH:5]([CH2:6][CH:7]([CH2:8]1)[CH2:9]3)[CH2:10]2.[CH2:26]([CH:27]=[CH2:28])[NH2:29].[OH2:30]>>[C:1]12([NH:11][c:12]3[n:13][c:14]([NH:29][CH2:26][CH:27]=[CH2:28])[n:15][c:16]4[cH:17][cH:18][c:19]([N+:22](=[O:23])[O-:24])[cH:20][c:21]34)[CH2:2][CH:3]3[CH2:4][CH:5]([CH2:6][CH:7]([CH2:8]1)[CH2:9]3)[CH2:10]2.